This data is from the Open Reaction Database (ORD), a public repository of structured organic reaction records. The task is: describe an organic reaction: reactants, conditions, products, and yield The reactants are NC1=C(C=CC=C1[N+](=O)[O-])O (2-amino-3-nitrophenol), C(CC)(OCC)(OCC)OCC (triethyl orthopropionate), C1(=CC=C(C=C1)S(=O)(=O)O)C (p-toluene sulphonic acid), NC1=C(C=CC=C1)O (aminophenol). The solvent is C1(=CC=CC=C1)C (toluene). Product: C(C)C=1OC2=C(N1)C(=CC=C2)[N+](=O)[O-] (2-ethyl-4-nitro-1,3-benzoxazole). RXN SMILES: [NH2:1][C:2]1[C:7]([N+:8]([O-:10])=[O:9])=[CH:6][CH:5]=[CH:4][C:3]=1[OH:11].[C:12](OCC)(OCC)(OCC)[CH2:13][CH3:14].C1(C)C=CC(S(O)(=O)=O)=CC=1.NC1C=CC=CC=1O>C1(C)C=CC=CC=1>[CH2:13]([C:14]1[O:11][C:3]2[CH:4]=[CH:5][CH:6]=[C:7]([N+:8]([O-:10])=[O:9])[C:2]=2[N:1]=1)[CH3:12]. Procedure: A mixture of 2-amino-3-nitrophenol (1 eq.), triethyl orthopropionate (2 eq.) and p-toluene sulphonic acid (in a catalytic quantity) is stirred at 110° C. until disappearance of the aminophenol is verified by thin layer chromatography (2 hours). After cooling down, the reaction mixture is taken up in toluene followed by evaporating under vacuum then treating with isopropanol. The resulting precipitate is collected by filtration, followed by washing with isopropanol and isopentane, then drying und... Starting materials: C(C)N(CCCCOC=1C=C2CCCNC2=CC1)CC (Diethyl-[4-(1,2,3,4-tetrahydro-quinolin-6-yloxy)-butyl]-amine), ClC(=O)OC1=CC=C(C=C1)Br (4-bromophenyl chloroformate). Product: BrC1=CC=C(C=C1)OC(=O)N1CCCC2=CC(=CC=C12)OCCCCN(CC)CC (6-(4-Diethylamino-butoxy)-3,4-dihydro-2H-quinoline-1-carboxylic acid 4-bromo-phenyl ester). RXN SMILES: [CH2:1]([N:3]([CH2:19][CH3:20])[CH2:4][CH2:5][CH2:6][CH2:7][O:8][C:9]1[CH:10]=[C:11]2[C:16](=[CH:17][CH:18]=1)[NH:15][CH2:14][CH2:13][CH2:12]2)[CH3:2].Cl[C:22]([O:24][C:25]1[CH:30]=[CH:29][C:28]([Br:31])=[CH:27][CH:26]=1)=[O:23]>>[Br:31][C:28]1[CH:29]=[CH:30][C:25]([O:24][C:22]([N:15]2[C:16]3[C:11](=[CH:10][C:9]([O:8][CH2:7][CH2:6][CH2:5][CH2:4][N:3]([CH2:1][CH3:2])[CH2:19][CH3:20])=[CH:18][CH:17]=3)[CH2:12][CH2:13][CH2:14]2)=[O:23])=[CH:26][CH:27]=1. Procedure details: In analogy to example 3.9, Diethyl-[4-(1,2,3,4-tetrahydro-quinolin-6-yloxy)-butyl]-amine and 4-bromophenyl chloroformate were converted to yield 6-(4-Diethylamino-butoxy)-3,4-dihydro-2H-quinoline-1-carboxylic acid 4-bromo-phenyl ester as colorless oil, MS: 475 (MH+, 1Br). Run at temperature 80 celsius, time 1 hour. Product: CC(C(=O)O)(C)OC1=C(C=C(C=C1)CN(CC1=C(C=CC=C1)OC)C1=C(N=C(S1)C1=CC=C(C=C1)C(F)(F)F)C)C (2-Methyl-2-(2-methyl-4-{([4-methyl-2-(4-trifluoromethylphenyl)thiazol-5-yl][2-methoxybenzyl]amino)methyl}phenoxy)propionic acid). RXN SMILES: C([O:3][C:4](=[O:43])[C:5]([CH3:42])([O:7][C:8]1[CH:13]=[CH:12][C:11]([CH2:14][N:15]([C:25]2[S:29][C:28]([C:30]3[CH:35]=[CH:34][C:33]([C:36]([F:39])([F:38])[F:37])=[CH:32][CH:31]=3)=[N:27][C:26]=2[CH3:40])[CH2:16][C:17]2[CH:22]=[CH:21][CH:20]=[CH:19][C:18]=2[O:23][CH3:24])=[CH:10][C:9]=1[CH3:41])[CH3:6])C.[OH-].[Na+]>CCO>[CH3:42][C:5]([O:7][C:8]1[CH:13]=[CH:12][C:11]([CH2:14][N:15]([C:25]2[S:29][C:28]([C:30]3[CH:31]=[CH:32][C:33]([C:36]([F:38])([F:39])[F:37])=[CH:34][CH:35]=3)=[N:27][C:26]=2[CH3:40])[CH2:16][C:17]2[CH:22]=[CH:21][CH:20]=[CH:19][C:18]=2[O:23][CH3:24])=[CH:10][C:9]=1[CH3:41])([CH3:6])[C:4]([OH:43])=[O:3] |f:1.2|. The yield is 16.1%. Run in CCO (EtOH). Procedure details: To a solution of example 94 (520 mg, 0.85 mmol) in EtOH (20 mL) was added 1N NaOH (2.5 mL, 3 eq.) and the reaction was stirred at 80° C. for 1 h. When all of the starting material had disappeared, the reaction cooled, evaporated to dryness, taken up with 1 N HCl and extracted with CH2Cl2. The organic phase was dried over Na2SO4, filtered and the solvent removed in vacuo. The residue was chromatographed eluting with CH2Cl2 (100%) then CH2Cl2/MeOH (95/5) to afford the title compound as a yellow oi... Reactants: C(C)OC(C(C)(OC1=C(C=C(C=C1)CN(CC1=C(C=CC=C1)OC)C1=C(N=C(S1)C1=CC=C(C=C1)C(F)(F)F)C)C)C)=O (2-Methyl-2-(2-methyl-4-{([4-methyl-2-(4-trifluoromethylphenyl)thiazol-5-yl][2-methoxybenzyl]amino)methyl}phenoxy)propionic acid ethyl ester), [OH-].[Na+] (NaOH). The solvent is C1=CC=CC=C1 (benzene), C1=CC=CC=C1 (benzene). The product is diethyl acetal, CC(C#C)(C)N(C(=O)NC=1SC(=NN1)S(=O)(=O)C)CC=O (2-[1-(1,1-dimethylprop-2-ynyl)-3-(5-methylsulfonyl-1,3,4-thiadiazol-2-yl)ureido]acetaldehyde). Procedure: A mixture of 5-methylsulfonyl-1,3,4-thiadiazol-2-yl isocyanate dimer (0.05 mole), the diethyl acetal of 2-(1,1-dimethylprop-2-ynylamino)acetaldehyde (0.1 mole) and benzene (60 ml) are charged into a glass reaction vessel equipped with a mechanical stirrer and reflux condenser. The reaction mixture is heated at reflux for a period of about 15 minutes. After this time the mixture is stripped of benzene under reduced pressure to yield a solid product as the residue. The residue is then recrystalliz... Reaction SMILES: [CH3:1][S:2]([C:5]1[S:9][C:8]([N:10]=[C:11]=[O:12])=[N:7][N:6]=1)(=[O:4])=[O:3].[CH3:13][C:14]([NH:18][CH2:19][CH:20]=[O:21])([CH3:17])[C:15]#[CH:16]>C1C=CC=CC=1>[CH3:13][C:14]([N:18]([CH2:19][CH:20]=[O:21])[C:11]([NH:10][C:8]1[S:9][C:5]([S:2]([CH3:1])(=[O:4])=[O:3])=[N:6][N:7]=1)=[O:12])([CH3:17])[C:15]#[CH:16]. The reactants are CS(=O)(=O)C1=NN=C(S1)N=C=O (5-methylsulfonyl-1,3,4-thiadiazol-2-yl isocyanate), diethyl acetal, CC(C#C)(C)NCC=O (2-(1,1-dimethylprop-2-ynylamino)acetaldehyde). Reactants: Cc1ccc(Sc2ccccc2)c(N)c1, CC(C)c1ccc2c(Cl)ccnc2n1. Product: Cc1ccc(Sc2ccccc2)c(Nc2ccnc3nc(C(C)C)ccc23)c1. Reaction SMILES: [CH3:15][c:16]1[cH:17][cH:18][c:19]([S:23][c:24]2[cH:25][cH:26][cH:27][cH:28][cH:29]2)[c:20]([NH2:22])[cH:21]1.[Cl:1][c:2]1[c:3]2[cH:4][cH:5][c:6]([CH:12]([CH3:13])[CH3:14])[n:7][c:8]2[n:9][cH:10][cH:11]1>>[c:2]1([NH:22][c:20]2[c:19]([S:23][c:24]3[cH:25][cH:26][cH:27][cH:28][cH:29]3)[cH:18][cH:17][c:16]([CH3:15])[cH:21]2)[c:3]2[cH:4][cH:5][c:6]([CH:12]([CH3:13])[CH3:14])[n:7][c:8]2[n:9][cH:10][cH:11]1.